Dataset: the Open Reaction Database (ORD), a public repository of structured organic reaction records. Task: describe an organic reaction: reactants, conditions, products, and yield Reactants: COCCOCCOCCOc1ccc(N)cc1, Cl, Oc1c(F)cccc1F, [K+], O=N[O-], [NH4+], [Na+], [OH-], O. The product is COCCOCCOCCOc1ccc(N=Nc2cc(F)c(O)c(F)c2)cc1. As a reaction SMILES: [CH3:1][O:2][CH2:3][CH2:4][O:5][CH2:6][CH2:7][O:8][CH2:9][CH2:10][O:11][c:12]1[cH:13][cH:14][c:15]([NH2:16])[cH:17][cH:18]1.[ClH:34].[F:24][c:25]1[c:26]([OH:32])[c:27]([F:31])[cH:28][cH:29][cH:30]1.[K+:36].[N:19]([O-:20])=[O:21].[NH4+:23].[Na+:22].[OH-:35].[OH2:33]>>[CH3:1][O:2][CH2:3][CH2:4][O:5][CH2:6][CH2:7][O:8][CH2:9][CH2:10][O:11][c:12]1[cH:13][cH:14][c:15]([N:16]=[N:23][c:29]2[cH:28][c:27]([F:31])[c:26]([OH:32])[c:25]([F:24])[cH:30]2)[cH:17][cH:18]1.